From a dataset of the Open Reaction Database (ORD), a public repository of structured organic reaction records. describe an organic reaction: reactants, conditions, products, and yield Starting materials: OC=1C=CC(=NC1)C(=O)O (5-hydroxypyridine-2-carboxylic acid), S(O)(O)(=O)=O (sulfuric acid), CO (methanol). Run at time 8 hour. Product: OC=1C=CC(=NC1)C(=O)OC (methyl 5-hydroxypyridine-2-carboxylate). As a reaction SMILES: [OH:1][C:2]1[CH:3]=[CH:4][C:5]([C:8]([OH:10])=[O:9])=[N:6][CH:7]=1.S(=O)(=O)(O)O.[CH3:16]O>>[OH:1][C:2]1[CH:3]=[CH:4][C:5]([C:8]([O:10][CH3:16])=[O:9])=[N:6][CH:7]=1. Procedure: To a solution of 5-hydroxypyridine-2-carboxylic acid (1.0 g, 7.2 mmol) in methanol (15 mL) was added sulfuric acid (881 μL, 16.53 mmol) dropwise and the reaction mixture was stirred at room temperature overnight. The reaction mixture was concentrated in vacuo, diluted with DCM (100 mL), washed with sat. aq NaHCO3 solution. The organic layer was separated and dried with sodium sulfate, filtered and concentrated in vacuo to give methyl 5-hydroxypyridine-2-carboxylate, which was used without furthe... The reactants are C(C1=CC=CC=C1)OC=1C=CC2=C(C=C(O2)C(CC)(CC)O)C1 (3-(5-Benzyloxy-benzofuran-2-yl)-pentan-3-ol), C1(=CC=CC=C1O)C (o-cresol), B(F)(F)F.O(CC)CC (BF3 OEt2). Solvent: C(Cl)Cl (CH2Cl2). Product: C(C1=CC=CC=C1)OC=1C=CC2=C(C=C(O2)C(CC)(CC)C2=CC(=C(C=C2)O)C)C1 (4-[1-(5-Benzyloxy-benzofuran-2-yl)-1-ethyl-propyl]-2-methyl-phenol). The yield is 51.3%. Reaction SMILES: [CH2:1]([O:8][C:9]1[CH:10]=[CH:11][C:12]2[O:16][C:15]([C:17](O)([CH2:20][CH3:21])[CH2:18][CH3:19])=[CH:14][C:13]=2[CH:23]=1)[C:2]1[CH:7]=[CH:6][CH:5]=[CH:4][CH:3]=1.[C:24]1([CH3:31])[C:29]([OH:30])=[CH:28][CH:27]=[CH:26][CH:25]=1.B(F)(F)F.O(CC)CC>C(Cl)Cl>[CH2:1]([O:8][C:9]1[CH:10]=[CH:11][C:12]2[O:16][C:15]([C:17]([C:26]3[CH:27]=[CH:28][C:29]([OH:30])=[C:24]([CH3:31])[CH:25]=3)([CH2:20][CH3:21])[CH2:18][CH3:19])=[CH:14][C:13]=2[CH:23]=1)[C:2]1[CH:7]=[CH:6][CH:5]=[CH:4][CH:3]=1 |f:2.3|. Procedure details: 3-(5-Benzyloxy-benzofuran-2-yl)-pentan-3-ol (6.10 g, 19.7 mmol) and o-cresol (2.55 g, 23.6 mmol) and BF3—OEt2 (1.39 g, 9.83 mmol) in CH2Cl2 are reacted analogous to Example 18-C to give the title compound (4.05 g, 51%). Starting materials: C(C)N1C(=C(C2=CC=C(C=C12)C(F)(F)F)C#N)N1CCNCC1 (1-ethyl-2-piperazin-1-yl-6-(trifluoromethyl)-1H-indole-3-carbonitrile), N1=CC=CC=C1 (pyridine), C1(CC1)S(=O)(=O)Cl (cyclopropanesulfonyl chloride). Solvent: ClCCl (dichloromethane). Run at time 8 hour. Product: C1(CC1)S(=O)(=O)N1CCN(CC1)C=1N(C2=CC(=CC=C2C1C#N)C(F)(F)F)CC (2-[4-(cyclopropylsulfonyl)piperazin-1-yl]-1-ethyl-6-(trifluoromethyl)-1H-indole-3-carbonitrile), compound 842. The yield is 70.0%. Reaction SMILES: [CH2:1]([N:3]1[C:11]2[C:6](=[CH:7][CH:8]=[C:9]([C:12]([F:15])([F:14])[F:13])[CH:10]=2)[C:5]([C:16]#[N:17])=[C:4]1[N:18]1[CH2:23][CH2:22][NH:21][CH2:20][CH2:19]1)[CH3:2].N1C=CC=CC=1.[CH:30]1([S:33](Cl)(=[O:35])=[O:34])[CH2:32][CH2:31]1>ClCCl>[CH:30]1([S:33]([N:21]2[CH2:20][CH2:19][N:18]([C:4]3[N:3]([CH2:1][CH3:2])[C:11]4[C:6]([C:5]=3[C:16]#[N:17])=[CH:7][CH:8]=[C:9]([C:12]([F:14])([F:15])[F:13])[CH:10]=4)[CH2:23][CH2:22]2)(=[O:35])=[O:34])[CH2:32][CH2:31]1. Procedure details: To a solution of 1-ethyl-2-piperazin-1-yl-6-(trifluoromethyl)-1H-indole-3-carbonitrile (32 mg, 0.1 mmol), pyridine (0.1 mL) in dichloromethaene (1.0 mL) is added cyclopropanesulfonyl chloride (28 mg, 0.2 mmol) and the mixture is stirred at room temperature overnight. This is then diluted with dichloromethane (5 mL), washed with HCl (2 N, 2×2 mL), water (2×5 mL) and brine (5 mL) and chromatographed over silica gel (dichloromethane/ethyl acetate, 9/1) to provide 2-[4-(cyclopropylsulfonyl)piperazin... Reactants: O=C(Nc1ccc(Cl)cc1)c1cc(Cl)ccc1NC(=O)c1sc(CO)cc1Cl, O=[Cr](=O)([O-])O[Cr](=O)(=O)[O-], CN(C)C=O, O, c1cc[nH+]cc1, c1cc[nH+]cc1. Yields the product O=Cc1cc(Cl)c(C(=O)Nc2ccc(Cl)cc2C(=O)Nc2ccc(Cl)cc2)s1. RXN SMILES: [Cl:1][c:2]1[cH:3][cH:4][c:5]([NH:8][C:9]([c:10]2[c:11]([NH:17][C:18](=[O:19])[c:20]3[s:21][c:22]([CH2:26][OH:27])[cH:23][c:24]3[Cl:25])[cH:12][cH:13][c:14]([Cl:16])[cH:15]2)=[O:28])[cH:6][cH:7]1.[Cr:29]([O:30][Cr:31]([O-:32])(=[O:33])=[O:34])([O-:35])(=[O:36])=[O:37].[O:51]=[CH:52][N:53]([CH3:54])[CH3:55].[OH2:50].[nH+:38]1[cH:39][cH:40][cH:41][cH:42][cH:43]1.[nH+:44]1[cH:45][cH:46][cH:47][cH:48][cH:49]1>>[Cl:1][c:2]1[cH:3][cH:4][c:5]([NH:8][C:9]([c:10]2[c:11]([NH:17][C:18](=[O:19])[c:20]3[s:21][c:22]([CH:26]=[O:27])[cH:23][c:24]3[Cl:25])[cH:12][cH:13][c:14]([Cl:16])[cH:15]2)=[O:28])[cH:6][cH:7]1. Starting materials: S(O)(O)(=O)=O (sulfuric acid), C(C1=CC=CC=C1)(=O)OC(C(C=CO)=O)C(CC)=O (4-benzoyloxy-1-hydroxy-1-heptene-3,5-dione), Cl (hydrochloric acid), C(CC)(=O)O (propionic acid), C(C(=O)O)(=O)O (oxalic acid). Solvent: C(=O)O (formic acid), C(C)(=O)O (acetic acid). Yields the product C(C1=CC=CC=C1)(=O)OC1=C(OC=CC1=O)CC (3-benzoyloxy-2-ethyl-4-pyrone). As a reaction SMILES: [C:1]([O:9][CH:10]([C:16](=[O:19])[CH2:17][CH3:18])[C:11](=[O:15])[CH:12]=[CH:13]O)(=[O:8])[C:2]1[CH:7]=[CH:6][CH:5]=[CH:4][CH:3]=1.C(O)(=O)CC.C(O)(=O)C(O)=O.Cl.S(=O)(=O)(O)O>C(O)(=O)C.C(O)=O>[C:1]([O:9][C:10]1[C:11](=[O:15])[CH:12]=[CH:13][O:19][C:16]=1[CH2:17][CH3:18])(=[O:8])[C:2]1[CH:3]=[CH:4][CH:5]=[CH:6][CH:7]=1. Procedure details: said 4-benzoyloxy-1-hydroxy-1-heptene-3,5-dione is heated in an acid chosen from the group consisting of formic acid, acetic acid, propionic acid, oxalic acid, dilute hydrochloric acid and dilute sulfuric acid to form 3-benzoyloxy-2-ethyl-4-pyrone, and,